describe an organic reaction: reactants, conditions, products, and yield From a dataset of the Open Reaction Database (ORD), a public repository of structured organic reaction records. The reactants are [Br-], O=C(O)CCCC[P+](c1ccccc1)(c1ccccc1)c1ccccc1, CS(C)=O, O=CCC1=CCCC1=O, [H-], [Na+], [Na+], [OH-], O. Product: O=C(O)CCCCC=CC1=CCCC1=O. Reaction SMILES: [Br-:3].[C:4](=[O:5])([OH:6])[CH2:7][CH2:8][CH2:9][CH2:10][P+:11]([c:12]1[cH:13][cH:14][cH:15][cH:16][cH:17]1)([c:18]1[cH:19][cH:20][cH:21][cH:22][cH:23]1)[c:24]1[cH:25][cH:26][cH:27][cH:28][cH:29]1.[CH3:41][S:42]([CH3:43])=[O:44].[CH:30](=[O:31])[CH2:32][C:33]1=[CH:37][CH2:36][CH2:35][C:34]1=[O:38].[H-:1].[Na+:2].[Na+:40].[OH-:39].[OH2:45]>>[C:4](=[O:5])([OH:6])[CH2:7][CH2:8][CH2:9][CH2:10][CH:30]=[CH:32][C:33]1=[CH:37][CH2:36][CH2:35][C:34]1=[O:38].